Dataset: the Open Reaction Database (ORD), a public repository of structured organic reaction records. Task: describe an organic reaction: reactants, conditions, products, and yield The reactants are C(C1=CC=CC=C1)O[C@@H]1C(O[C@@]([C@@H]([C@H]1OCC1=CC=CC=C1)OCC1=CC=CC=C1)(OC)C1=CC(=C(C=C1)Cl)CC1=CC(=C(C=C1)OCC)F)(CO)CO ([(3S,4S,5R,6S)-3,4,5-tribenzyloxy-6-[4-chloro-3-[(4-ethoxy-3-fluoro-phenyl)methyl]phenyl]-2-(hydroxymethyl)-6-methoxy-tetrahydropyran-2-yl]methanol), FC(C(=O)O)(F)F (trifluoroacetic acid). Solvent: ClCCl (dichloromethane). Conditions: temperature -10 celsius, time 2 hour. Yields the product C(C1=CC=CC=C1)O[C@@H]1[C@@]2(CO[C@]([C@@H]([C@H]1OCC1=CC=CC=C1)OCC1=CC=CC=C1)(O2)C2=CC(=C(C=C2)Cl)CC2=CC(=C(C=C2)OCC)F)CO ([(1S,2S,3S,4R,5S)-2,3,4-tribenzyloxy-5-[4-chloro-3-[(4-ethoxy-3-fluoro-phenyl)methyl]phenyl]-6,8-dioxabicyclo[3.2.1]octan-1-yl]methanol). The yield is 78.4%. RXN SMILES: [CH2:1]([O:8][C@H:9]1[C@H:14]([O:15][CH2:16][C:17]2[CH:22]=[CH:21][CH:20]=[CH:19][CH:18]=2)[C@@H:13]([O:23][CH2:24][C:25]2[CH:30]=[CH:29][CH:28]=[CH:27][CH:26]=2)[C@@:12]([C:33]2[CH:38]=[CH:37][C:36]([Cl:39])=[C:35]([CH2:40][C:41]3[CH:46]=[CH:45][C:44]([O:47][CH2:48][CH3:49])=[C:43]([F:50])[CH:42]=3)[CH:34]=2)([O:31][CH3:32])[O:11][C:10]1(CO)[CH2:51][OH:52])[C:2]1[CH:7]=[CH:6][CH:5]=[CH:4][CH:3]=1.FC(F)(F)C(O)=O>ClCCl>[CH2:1]([O:8][C@H:9]1[C@H:14]([O:15][CH2:16][C:17]2[CH:18]=[CH:19][CH:20]=[CH:21][CH:22]=2)[C@@H:13]([O:23][CH2:24][C:25]2[CH:26]=[CH:27][CH:28]=[CH:29][CH:30]=2)[C@:12]2([C:33]3[CH:38]=[CH:37][C:36]([Cl:39])=[C:35]([CH2:40][C:41]4[CH:46]=[CH:45][C:44]([O:47][CH2:48][CH3:49])=[C:43]([F:50])[CH:42]=4)[CH:34]=3)[O:11][C@@:10]1([CH2:51][OH:52])[CH2:32][O:31]2)[C:2]1[CH:3]=[CH:4][CH:5]=[CH:6][CH:7]=1. Procedure details: [(3S,4S,5R,6S)-3,4,5-tribenzyloxy-6-[4-chloro-3-[(4-ethoxy-3-fluoro-phenyl)methyl]-phenyl]-2-(hydroxymethyl)-6-methoxy-tetrahydropyran-2-yl]methanol 4m (1.11 g, 1.46 mmol) was dissolved in 20 mL dichloromethane and cooled to −10° C., followed by addition of trifluoroacetic acid (0.23 mL, 3 mmol). The reaction mixture was warmed and stirred for 2 hours and partitioned after 20 mL saturated sodium bicarbonate solution were added. The aqueous phase was extracted with dichloromethane (20 mL×2). The ... Starting materials: BrCCCCl (1-bromo-3-chloro-propane), ice water, [H-].[Na+] (sodium hydride), BrC1=CC2=C(CC(NCC2)=O)C=C1OC (7-bromo-8-methoxy-1,3,4,5-tetrahydro-2H-3-benzazepin-2-one). Run in CS(=O)C (dimethylsulfoxide), CS(=O)C (dimethylsulfoxide). Conditions: time 10 minute. The product is BrC1=CC2=C(CC(N(CC2)CCCCl)=O)C=C1OC (1-(7-Bromo-8-methoxy-1,3,4,5-tetrahydro-2H-3-benzazepin-2-on-3-yl)-3-chloro-propane). As a reaction SMILES: [H-].[Na+].[Br:3][C:4]1[C:15]([O:16][CH3:17])=[CH:14][C:7]2[CH2:8][C:9](=[O:13])[NH:10][CH2:11][CH2:12][C:6]=2[CH:5]=1.Br[CH2:19][CH2:20][CH2:21][Cl:22]>CS(C)=O>[Br:3][C:4]1[C:15]([O:16][CH3:17])=[CH:14][C:7]2[CH2:8][C:9](=[O:13])[N:10]([CH2:19][CH2:20][CH2:21][Cl:22])[CH2:11][CH2:12][C:6]=2[CH:5]=1 |f:0.1|. Reported procedure: A 55% sodium hydride dispersion (0.24 g, 5.5 mmol) in oil is added to 7-bromo-8-methoxy-1,3,4,5-tetrahydro-2H-3-benzazepin-2-one (1.35 g, 5 mmol) in dimethylsulfoxide (15 ml) and the mixture is stirred for half an hour at ambient temperature and for 10 minutes at 35°-40° C. The solution is added dropwise, with stirring, to 1-bromo-3-chloro-propane (0.79 g, 5.5 mmol) in dimethylsulfoxide (5 ml). Then the mixture is stirred for 2 hours at ambient temperature, poured into ice water and extracted (4... The reactants are C1CCNCC1, Cc1nc(N2CCOCC2)c([N+](=O)[O-])c(N2CCOCC2)n1, COc1ccc(C=O)cc1, O. The product is COc1ccc(C=Cc2nc(N3CCOCC3)c([N+](=O)[O-])c(N3CCOCC3)n2)cc1. Reaction SMILES: [CH2:34]1[CH2:35][CH2:36][NH:37][CH2:38][CH2:39]1.[CH3:1][c:2]1[n:3][c:4]([N:17]2[CH2:18][CH2:19][O:20][CH2:21][CH2:22]2)[c:5]([N+:14](=[O:15])[O-:16])[c:6]([N:8]2[CH2:9][CH2:10][O:11][CH2:12][CH2:13]2)[n:7]1.[CH:23]([c:24]1[cH:25][cH:26][c:27]([O:30][CH3:31])[cH:28][cH:29]1)=[O:32].[OH2:33]>>[CH:1]([c:2]1[n:3][c:4]([N:17]2[CH2:18][CH2:19][O:20][CH2:21][CH2:22]2)[c:5]([N+:14](=[O:15])[O-:16])[c:6]([N:8]2[CH2:9][CH2:10][O:11][CH2:12][CH2:13]2)[n:7]1)=[CH:23][c:24]1[cH:25][cH:26][c:27]([O:30][CH3:31])[cH:28][cH:29]1. Reactants: Cl.C(C)(C)(C)NN (t-Butylhydrazine hydrochloride), C(C#C)(=O)OCC (ethyl propiolate), CC(C)([O-])C.[K+] (potassium t-butoxide). Solvent: C(C)(C)(C)O (t-butanol). Reaction conditions: temperature 35 celsius, time 8 hour. Yields the product C(C)(C)(C)N1N=C(C=C1)O (1-tert-butyl-1H-pyrazol-3-ol). The yield is 1.1%. As a reaction SMILES: Cl.[C:2]([NH:6][NH2:7])([CH3:5])([CH3:4])[CH3:3].[C:8](OCC)(=[O:11])[C:9]#[CH:10].CC(C)([O-])C.[K+]>C(O)(C)(C)C>[C:2]([N:6]1[CH:10]=[CH:9][C:8]([OH:11])=[N:7]1)([CH3:5])([CH3:4])[CH3:3] |f:0.1,3.4|. Procedure details: t-Butylhydrazine hydrochloride (4.5 g, 35.7 mmol) was suspended in t-butanol (35 ml) at room temperature in a dry nitrogen atmosphere. The mixture was warmed to 35° C., ethyl propiolate (3.85 g, 39.3 mmol) dropwise added and, after ice cooling, potassium t-butoxide (13.8 g, 107 mmol) was slowly added in small portions. The resulting mixture was stirred overnight at room temperature. The solvent was evaporated in vacuo, water added to the residue and extracted with dichloromethane. The aqueous ph... Starting materials: OC=1C=C(C(=O)OC)C=C(C1)OCC1=CC=CC=C1 (methyl 3-hydroxy-5-{[phenylmethyl]oxy}benzoate), C1(=CC=CC=C1)P(C1=CC=CC=C1)C1=CC=CC=C1 (triphenylphosphine), COC[C@@H](C)O ((R)-(−)-1-methoxy-2-propanol), CC(C)OC(=O)/N=N/C(=O)OC(C)C (DIAD). The solvent is C1CCOC1 (THF). Reaction conditions: time 20 minute. The product is COC[C@H](C)OC=1C=C(C(=O)OC)C=C(C1)OCC1=CC=CC=C1 (Methyl 3-[(1S)-2-methoxy-(1-methylethyl)oxy]-5-{[phenylmethyl]oxy}benzoate). Reaction SMILES: [OH:1][C:2]1[CH:3]=[C:4]([CH:9]=[C:10]([O:12][CH2:13][C:14]2[CH:19]=[CH:18][CH:17]=[CH:16][CH:15]=2)[CH:11]=1)[C:5]([O:7][CH3:8])=[O:6].C1(P(C2C=CC=CC=2)C2C=CC=CC=2)C=CC=CC=1.[CH3:39][O:40][CH2:41][C@H:42](O)[CH3:43].CC(OC(/N=N/C(OC(C)C)=O)=O)C>C1COCC1>[CH3:39][O:40][CH2:41][C@@H:42]([O:1][C:2]1[CH:3]=[C:4]([CH:9]=[C:10]([O:12][CH2:13][C:14]2[CH:19]=[CH:18][CH:17]=[CH:16][CH:15]=2)[CH:11]=1)[C:5]([O:7][CH3:8])=[O:6])[CH3:43]. Procedure details: To a solution of methyl 3-hydroxy-5-{[phenylmethyl]oxy}benzoate (77.4 mmol) in THF was added polymer-supported triphenylphosphine (51.7 g of 3 mmol/g loading, 155 mmol) and (R)-(−)-1-methoxy-2-propanol (102 mmol). The stirred solution was blanketed with argon and cooled in an ice bath. A solution of DIAD (116 mmol) was added dropwise by syringe over 10 minutes. The solution was stirred for 20 minutes and filtered, washing the residue with THF (500 mL). The filtrate and washings were combined, an...